From a dataset of the Open Reaction Database (ORD), a public repository of structured organic reaction records. describe an organic reaction: reactants, conditions, products, and yield Reactants: NC1=C(N(C2=CC(=CC=C12)Cl)C(=O)OCC)C(C1=CC(=CC=C1)C)=O (ethyl 3-amino-6-chloro2-(3-methylbenzoyl)-1H-indole-1-caboxylate), C(=O)([O-])[O-].[K+].[K+] (K2CO3), CCO (EtOH). Solvent: O (water). The product is NC1=C(NC2=CC(=CC=C12)Cl)C(C1=CC(=CC=C1)C)=O (3-Amino-6-chloro-2-(3-methylbenzoyl)-1H-indole). Isolated yield 83.9%. As a reaction SMILES: [NH2:1][C:2]1[C:10]2[C:5](=[CH:6][C:7]([Cl:11])=[CH:8][CH:9]=2)[N:4](C(OCC)=O)[C:3]=1[C:17](=[O:25])[C:18]1[CH:23]=[CH:22][CH:21]=[C:20]([CH3:24])[CH:19]=1.C([O-])([O-])=O.[K+].[K+].CCO>O>[NH2:1][C:2]1[C:10]2[C:5](=[CH:6][C:7]([Cl:11])=[CH:8][CH:9]=2)[NH:4][C:3]=1[C:17](=[O:25])[C:18]1[CH:23]=[CH:22][CH:21]=[C:20]([CH3:24])[CH:19]=1 |f:1.2.3|. Reported procedure: A mixture of ethyl 3-amino-6-chloro2-(3-methylbenzoyl)-1H-indole-1-caboxylate (step 1, 6.4 g, 18 mmol), K2CO3 (6.3 g, 45 mnmol) , EtOH (50 ml) and water (30 ml) was heated at reflux temperature for 20 h. The mixture was concentrated, and then water (30 ml) was added to the residue. The resulting mixture was extracted with dichloromethane (80 ml×2) and the combined extracts were dried (MgSO4). Removal of solvent gave 4.3 g (84%) of brown amorphous solids.